This data is from the Open Reaction Database (ORD), a public repository of structured organic reaction records. The task is: describe an organic reaction: reactants, conditions, products, and yield Solvent: O (water). As a reaction SMILES: [Cl-].[Cl-].[Cl-].[Al+3].[C:5]([C:9]1[CH:10]=[C:11]([C:20]([CH3:23])([CH3:22])[CH3:21])[C:12]2[O:16][C:15](=[O:17])[CH:14](O)[C:13]=2[CH:19]=1)([CH3:8])([CH3:7])[CH3:6].[CH:24]1[CH:29]=[CH:28][CH:27]=[CH:26][CH:25]=1.Cl>O>[C:5]([C:9]1[CH:10]=[C:11]([C:20]([CH3:22])([CH3:23])[CH3:21])[C:12]2[O:16][C:15](=[O:17])[CH:14]([C:24]3[CH:29]=[CH:28][CH:27]=[CH:26][CH:25]=3)[C:13]=2[CH:19]=1)([CH3:6])([CH3:8])[CH3:7] |f:0.1.2.3|. Procedure: 73.3 g (0.55 mol) of ground aluminium trichloride are added over 25 minutes to a solution of 131.2 g (0.50 mol) of 5,7-di-tert-butyl-3-hydroxy-3H-benzofuran-2-one (compound (201), Table 2, Example 1a) in 250 ml (2.82 mol) of benzene and the reaction mixture is heated for 1.5 hours to reflux temperature and then refluxed for 1.5 hours. The reaction mixture is cooled to room temperature and then, cautiously with cooling, 200 ml of water are added, followed by the addition of concentrated hydrochlo... The product is C(C)(C)(C)C=1C=C(C2=C(C(C(O2)=O)C2=CC=CC=C2)C1)C(C)(C)C (5,7-di-tert-butyl-3-phenyl-3H-benzofuran-2-one). The reactants are [Cl-].[Cl-].[Cl-].[Al+3] (aluminium trichloride), C(C)(C)(C)C=1C=C(C2=C(C(C(O2)=O)O)C1)C(C)(C)C (5,7-di-tert-butyl-3-hydroxy-3H-benzofuran-2-one), C(C)(C)(C)C=1C=C(C2=C(C(C(O2)=O)O)C1)C(C)(C)C (5,7-di-tert-butyl-3-hydroxy-3H-benzofuran-2-one), C1=CC=CC=C1 (benzene), Cl (hydrochloric acid). Isolated yield 60.7%.